From a dataset of the Open Reaction Database (ORD), a public repository of structured organic reaction records. describe an organic reaction: reactants, conditions, products, and yield The reactants are CCO, [Cl-], Cn1cc([N+](=O)[O-])c(Nc2ccc(I)cc2F)cc1=O, [NH4+]. Yields the product Cn1cc(N)c(Nc2ccc(I)cc2F)cc1=O. As a reaction SMILES: [CH3:23][CH2:24][OH:25].[Cl-:21].[F:1][c:2]1[c:3]([NH:9][c:10]2[cH:11][c:12](=[O:20])[n:13]([CH3:19])[cH:14][c:15]2[N+:16]([O-:17])=[O:18])[cH:4][cH:5][c:6]([I:8])[cH:7]1.[NH4+:22]>>[F:1][c:2]1[c:3]([NH:9][c:10]2[cH:11][c:12](=[O:20])[n:13]([CH3:19])[cH:14][c:15]2[NH2:16])[cH:4][cH:5][c:6]([I:8])[cH:7]1. Starting materials: O=C([O-])O, Cc1nc(-c2cn3c(n2)-c2ccc(-c4cnn(C(C)(C)C(=O)O)c4)cc2OCC3)n(C(C)C)n1, CCN(C(C)C)C(C)C, [Cl-], [NH4+], [Na+], CN(C)C=O. Yields the product Cc1nc(-c2cn3c(n2)-c2ccc(-c4cnn(C(C)(C)C(N)=O)c4)cc2OCC3)n(C(C)C)n1. Reaction SMILES: [C:46](=[O:47])([OH:48])[O-:49].[CH:1]([CH3:2])([CH3:3])[n:4]1[n:5][c:6]([CH3:34])[n:7][c:8]1-[c:9]1[n:10][c:11]2[n:12]([cH:33]1)[CH2:13][CH2:14][O:15][c:16]1[c:17]-2[cH:18][cH:19][c:20](-[c:22]2[cH:23][n:24][n:25]([C:27]([C:28](=[O:29])[OH:30])([CH3:31])[CH3:32])[cH:26]2)[cH:21]1.[CH:37]([N:40]([CH2:38][CH3:39])[CH:41]([CH3:42])[CH3:43])([CH3:44])[CH3:45].[Cl-:35].[NH4+:36].[Na+:50].[O:51]=[CH:52][N:53]([CH3:54])[CH3:55]>>[CH:1]([CH3:2])([CH3:3])[n:4]1[n:5][c:6]([CH3:34])[n:7][c:8]1-[c:9]1[n:10][c:11]2[n:12]([cH:33]1)[CH2:13][CH2:14][O:15][c:16]1[c:17]-2[cH:18][cH:19][c:20](-[c:22]2[cH:23][n:24][n:25]([C:27]([C:28](=[O:29])[NH2:40])([CH3:31])[CH3:32])[cH:26]2)[cH:21]1. The reactants are ClC=1C(=C2CCCCN2C1C=1C=NC=CC1)C(=O)OC (methyl 2-chloro-3-(3-pyridyl)-5,6,7,8-tetrahydroindolizine-1-carboxylate). The solvent is ClCCl.CO (dichloromethane methanol). Yields the product ClC=1C(=C2CCCCN2C1C=1C=NC=CC1)C(=O)O (2-chloro-3-(3-pyridyl)-5,6,7,8-tetrahydroindolizine-1-carboxylic acid). Isolated yield 84.1%. RXN SMILES: [Cl:1][C:2]1[C:3]([C:17]([O:19]C)=[O:18])=[C:4]2[N:9]([C:10]=1[C:11]1[CH:12]=[N:13][CH:14]=[CH:15][CH:16]=1)[CH2:8][CH2:7][CH2:6][CH2:5]2>ClCCl.CO>[Cl:1][C:2]1[C:3]([C:17]([OH:19])=[O:18])=[C:4]2[N:9]([C:10]=1[C:11]1[CH:12]=[N:13][CH:14]=[CH:15][CH:16]=1)[CH2:8][CH2:7][CH2:6][CH2:5]2 |f:1.2|. Procedure: 2-Chloro-3-(3-pyridyl)-5,6,7,8-tetrahydroindolizine-1-carboxylic acid is prepared as in Example 44, from 0.9 g of methyl 2-chloro-3-(3-pyridyl)-5,6,7,8-tetrahydroindolizine-1-carboxylate. 0.72 g of 2-chloro-3-(3-pyridyl)-5,6,7,8-tetrahydroindolizine-1-carboxylic acid are thus obtained in the form of a white powder (Rf=0.43; thin layer chromatography on silica gel; eluent: 9/1 dichloromethane/methanol).